From a dataset of the Open Reaction Database (ORD), a public repository of structured organic reaction records. describe an organic reaction: reactants, conditions, products, and yield The reactants are NC1=CC(CC(C1)(C)C)=O (3-amino-5,5-dimethyl-2-cyclohexen-1-one), CC1CC(CC(C1)=O)=O (5-methyl-cyclohexane-1,3-dione), BrC1=CC=C(C=O)C=C1 (4-bromobenzaldehyde), O (water). The solvent is C(C)O (ethanol), C(C)(=O)O (acetic acid). Product: BrC1=CC=C(C=C1)C1C=2C(CC(CC2NC=2CC(CC(C12)=O)(C)C)C)=O (9-(4-bromophenyl)-3,4,6,7,9,10-hexahydro-3,3,6(RS)-trimethyl-1,8(2H,5H)-acridinedione). Reaction SMILES: [NH2:1][C:2]1[CH2:7][C:6]([CH3:9])([CH3:8])[CH2:5][C:4](=[O:10])[CH:3]=1.[CH3:11][CH:12]1[CH2:17][C:16](=[O:18])[CH2:15][C:14](=O)[CH2:13]1.[Br:20][C:21]1[CH:28]=[CH:27][C:24]([CH:25]=O)=[CH:23][CH:22]=1.O>C(O)C.C(O)(=O)C>[Br:20][C:21]1[CH:28]=[CH:27][C:24]([CH:25]2[C:3]3[C:4](=[O:10])[CH2:5][C:6]([CH3:9])([CH3:8])[CH2:7][C:2]=3[NH:1][C:14]3[CH2:13][CH:12]([CH3:11])[CH2:17][C:16](=[O:18])[C:15]2=3)=[CH:23][CH:22]=1. Procedure: A solution of 1.39 g of 3-amino-5,5-dimethyl-2-cyclohexen-1-one, 1.26 g of 5-methyl-cyclohexane-1,3-dione and 1.51 g of 4-bromobenzaldehyde in 18 ml of absolute ethanol and 6 ml of glacial acetic acid was heated under reflux under a nitrogen atmosphere for 12 hours. The mixture was then cooled to room temperature and about 10 ml of water was added until the product precipitated. The product was filtered off and washed with three 50 ml portions of cold diethyl ether to give 9-(4-bromophenyl)-3,4,... Starting materials: O=Cc1cccn1-c1ccccc1Br, CCCC[PH](CCCC)(CCCC)CC1OCCO1, CC(C)(C)[O-], CS(C)=O, [K+], O. Yields the product Brc1ccccc1-n1cccc1C=CC1OCCO1. Reaction SMILES: [Br:1][c:2]1[c:3](-[n:8]2[c:9]([CH:13]=[O:14])[cH:10][cH:11][cH:12]2)[cH:4][cH:5][cH:6][cH:7]1.[CH2:15]([PH:16]([CH2:17][CH2:18][CH2:19][CH3:26])([CH2:20][CH:21]1[O:22][CH2:23][CH2:24][O:25]1)[CH2:27][CH2:28][CH2:29][CH3:30])[CH2:31][CH2:32][CH3:33].[CH3:34][C:35]([CH3:36])([O-:37])[CH3:38].[CH3:41][S:42]([CH3:43])=[O:44].[K+:39].[OH2:40]>>[Br:1][c:2]1[c:3](-[n:8]2[c:9]([CH:13]=[CH:20][CH:21]3[O:22][CH2:23][CH2:24][O:25]3)[cH:10][cH:11][cH:12]2)[cH:4][cH:5][cH:6][cH:7]1.